Dataset: the Open Reaction Database (ORD), a public repository of structured organic reaction records. Task: describe an organic reaction: reactants, conditions, products, and yield Reactants: Br[Mg]c1ccccc1, C1CCOC1, CCOCC, [Cl-], CON(C)C(=O)c1cc(Cl)sc1Cl, [NH4+]. The product is O=C(c1ccccc1)c1cc(Cl)sc1Cl. Reaction SMILES: [Br:14][Mg:15][c:16]1[cH:17][cH:18][cH:19][cH:20][cH:21]1.[CH2:29]1[O:30][CH2:31][CH2:32][CH2:33]1.[CH3:22][CH2:23][O:24][CH2:25][CH3:26].[Cl-:27].[Cl:1][c:2]1[s:3][c:4]([Cl:13])[cH:5][c:6]1[C:7](=[O:8])[N:9]([O:10][CH3:11])[CH3:12].[NH4+:28]>>[Cl:1][c:2]1[s:3][c:4]([Cl:13])[cH:5][c:6]1[C:7](=[O:8])[c:16]1[cH:17][cH:18][cH:19][cH:20][cH:21]1. Reactants: [Al+3], CCOC(=O)c1cn(Cc2ccccc2)nc1OCc1ccc(OCc2nc(-c3ccco3)oc2C)cc1OC, CCOC(C)=O, [H-], [H-], [H-], [H-], [Li+], [Na+], [Na+], C1CCOC1, O, O, O, O, O, O, O, O, O, O, O=S(=O)([O-])[O-]. Yields the product COc1cc(OCc2nc(-c3ccco3)oc2C)ccc1COc1nn(Cc2ccccc2)cc1CO. RXN SMILES: [Al+3:42].[CH2:1]([c:2]1[cH:3][cH:4][cH:5][cH:6][cH:7]1)[n:8]1[n:9][c:10]([O:18][CH2:19][c:20]2[c:21]([O:39][CH3:40])[cH:22][c:23]([O:26][CH2:27][c:28]3[n:29][c:30](-[c:34]4[o:35][cH:36][cH:37][cH:38]4)[o:31][c:32]3[CH3:33])[cH:24][cH:25]2)[c:11]([C:13](=[O:14])[O:15][CH2:16][CH3:17])[cH:12]1.[CH3:69][CH2:70][O:71][C:72](=[O:73])[CH3:74].[H-:41].[H-:44].[H-:45].[H-:46].[Li+:43].[Na+:62].[Na+:63].[O:64]1[CH2:65][CH2:66][CH2:67][CH2:68]1.[OH2:47].[OH2:48].[OH2:49].[OH2:50].[OH2:51].[OH2:52].[OH2:53].[OH2:54].[OH2:55].[OH2:56].[S:57]([O-:58])([O-:59])(=[O:60])=[O:61]>>[CH2:1]([c:2]1[cH:3][cH:4][cH:5][cH:6][cH:7]1)[n:8]1[n:9][c:10]([O:18][CH2:19][c:20]2[c:21]([O:39][CH3:40])[cH:22][c:23]([O:26][CH2:27][c:28]3[n:29][c:30](-[c:34]4[o:35][cH:36][cH:37][cH:38]4)[o:31][c:32]3[CH3:33])[cH:24][cH:25]2)[c:11]([CH2:13][OH:14])[cH:12]1. Reactants: ClC1=C2C3=C(C(NC2=NC=C1)=O)C=CC=C3 (1-Chloro-5H-benzo[c][1,8]naphthyridin-6-one), ClC=1C=C(C=CC1)B(O)O (3-chloro-phenylboronic acid). The product is ClC=1C=C(C=CC1)C1=C2C3=C(C(NC2=NC=C1)=O)C=CC=C3 (1-(3-Chloro-phenyl)-5H-benzo[c][1,8]naphthyridin-6-one). The yield is 13.3%. As a reaction SMILES: Cl[C:2]1[CH:11]=[CH:10][N:9]=[C:8]2[C:3]=1[C:4]1[CH:16]=[CH:15][CH:14]=[CH:13][C:5]=1[C:6](=[O:12])[NH:7]2.[Cl:17][C:18]1[CH:19]=[C:20](B(O)O)[CH:21]=[CH:22][CH:23]=1>>[Cl:17][C:18]1[CH:23]=[C:22]([C:2]2[CH:11]=[CH:10][N:9]=[C:8]3[C:3]=2[C:4]2[CH:16]=[CH:15][CH:14]=[CH:13][C:5]=2[C:6](=[O:12])[NH:7]3)[CH:21]=[CH:20][CH:19]=1. Reported procedure: The title compound was synthesized according to the procedure described for the preparation of Example 153 using Compound 83 (50 mg, 0.22 mmol) and 3-chloro-phenylboronic acid (44 mg, 0.33 mmol) to provide 155 (9 mg, 14% yield) as a white solid. LC-MS (M+H=307, obsd.=307).